This data is from the Open Reaction Database (ORD), a public repository of structured organic reaction records. The task is: describe an organic reaction: reactants, conditions, products, and yield The reactants are CC(=O)O, CC(=O)C=O, NNc1ccccc1, O. The product is CC(=O)C=NNc1ccccc1. Reaction SMILES: [CH3:9][C:10](=[O:11])[OH:12].[CH:13]([C:14](=[O:15])[CH3:16])=[O:17].[NH2:1][NH:2][c:3]1[cH:4][cH:5][cH:6][cH:7][cH:8]1.[OH2:18]>>[N:1]([NH:2][c:3]1[cH:4][cH:5][cH:6][cH:7][cH:8]1)=[CH:13][C:14](=[O:15])[CH3:16]. Reactants: OC[C@@H](C)NC=1C2=C(N=C(N1)S(=O)(=O)CC1=CC=CC=C1)NC(S2)=O (7-[[(1R)-2-hydroxy-1-methylethyl]amino]-5-[(phenylmethyl)sulfonyl]thiazolo[4,5-d]pyrimidin-2(3H)-one), S1C(=CC=C1)CS (2-thiophenemethanethiol). Product: OC[C@@H](C)NC=1C2=C(N=C(N1)SCC=1SC=CC1)NC(S2)=O (7-[[(1R)-2-hydroxy-1-methylethyl]amino]-5-[(2-thienylmethyl)thio]thiazolo[4,5-d]pyrimidin-2(3H)-one). Yield: 3.0%. As a reaction SMILES: [OH:1][CH2:2][C@H:3]([NH:5][C:6]1[C:7]2[S:24][C:23](=[O:25])[NH:22][C:8]=2[N:9]=[C:10]([S:12]([CH2:15][C:16]2C=C[CH:19]=[CH:18][CH:17]=2)(=O)=O)[N:11]=1)[CH3:4].[S:26]1C=CC=C1CS>>[OH:1][CH2:2][C@H:3]([NH:5][C:6]1[C:7]2[S:24][C:23](=[O:25])[NH:22][C:8]=2[N:9]=[C:10]([S:12][CH2:15][C:16]2[S:26][CH:19]=[CH:18][CH:17]=2)[N:11]=1)[CH3:4]. Procedure details: The title compound was prepared by the method described in example 16 step b) from the product of example 15 step e) (0.300 g, 0.79 mmol) and 2-thiophenemethanethiol (0.32 ml, 3.9 mmol). The reactants are S(=O)(=O)([O-])S(=O)[O-].[Na+].[Na+] (sodium metabisulphite), [O-]P(=O)([O-])[O-].[K+].[K+].[K+] (K3PO4), BrC=1N=C(C(=NC1)N(C(OC(C)(C)C)=O)C(=O)OC(C)(C)C)C#C[Si](C)(C)C (tert-butyl N-[5-bromo-3-(2-trimethylsilylethynyl)pyrazin-2-yl]-N-tert-butoxycarbonyl-carbamate), C(C)(C)S(=O)(=O)C1=CC=C(C=C1)B(O)O ((4-isopropylsulfonylphenyl)boronic acid). The reagents and catalysts are CC(C)([P](C(C)(C)C)([Pd][P](C(C)(C)C)(C(C)(C)C)C(C)(C)C)C(C)(C)C)C (Pd[P(tBu)3]2). Solvent: O (water), C(C)(=O)OCC (ethyl acetate), O (water), CC#N (MeCN). Reaction conditions: time 1 hour. The product is C(#C)C=1C(=NC=C(N1)C1=CC=C(C=C1)S(=O)(=O)C(C)C)N(C(OC(C)(C)C)=O)C(=O)OC(C)(C)C (tert-butyl N-(3-ethynyl-5-(4-(isopropylsulfonyl)phenyl)pyrazin-2-yl)N-tert-butoxycarbonyl-carbamate). RXN SMILES: Br[C:2]1[N:3]=[C:4]([C:23]#[C:24][Si](C)(C)C)[C:5]([N:8]([C:16]([O:18][C:19]([CH3:22])([CH3:21])[CH3:20])=[O:17])[C:9](=[O:15])[O:10][C:11]([CH3:14])([CH3:13])[CH3:12])=[N:6][CH:7]=1.[CH:29]([S:32]([C:35]1[CH:40]=[CH:39][C:38](B(O)O)=[CH:37][CH:36]=1)(=[O:34])=[O:33])([CH3:31])[CH3:30].[O-]P([O-])([O-])=O.[K+].[K+].[K+].S(S([O-])=O)([O-])(=O)=O.[Na+].[Na+]>CC#N.CC(C)([P](C(C)(C)C)([Pd][P](C(C)(C)C)(C(C)(C)C)C(C)(C)C)C(C)(C)C)C.O.C(OCC)(=O)C>[C:23]([C:4]1[C:5]([N:8]([C:16]([O:18][C:19]([CH3:22])([CH3:21])[CH3:20])=[O:17])[C:9](=[O:15])[O:10][C:11]([CH3:14])([CH3:13])[CH3:12])=[N:6][CH:7]=[C:2]([C:38]2[CH:37]=[CH:36][C:35]([S:32]([CH:29]([CH3:31])[CH3:30])(=[O:34])=[O:33])=[CH:40][CH:39]=2)[N:3]=1)#[CH:24] |f:2.3.4.5,6.7.8,^1:66,72|. Procedure details: tert-butyl N-[5-bromo-3-(2-trimethylsilylethynyl)pyrazin-2-yl]-N-tert-butoxycarbonyl-carbamate (3 g, 6.377 mmol) and (4-isopropylsulfonylphenyl)boronic acid (1.491 g, 6.536 mmol) were dissolved in MeCN (60.00 mL) then treated with water (12.00 mL) and K3PO4 (2.706 g, 12.75 mmol) then degassed/flushed nitrogen (×5 cycles). Treated with Pd[P(tBu)3]2 (162.9 mg, 0.3188 mmol) and reflushed Vac/Nitrogen ×5. The resulting mixture was stirred at room temperature for 1 h. The reaction mixture was poured ... Reactants: BrCCC1=CNC2=CC=C(C=C12)OC (3-(2-bromoethyl)-5-methoxy-1H-indole), FC=1C=C2C=CNC2=CC1 (5-fluoroindole), M(81Br) MeCN. The product is BrCCC1=CNC2=CC=C(C=C12)F (3-(2-Bromo-ethyl)-5-fluoro-1H-indole). As a reaction SMILES: [Br:1][CH2:2][CH2:3][C:4]1[C:12]2[C:7](=[CH:8][CH:9]=[C:10](OC)[CH:11]=2)[NH:6][CH:5]=1.[F:15]C1C=C2C(=CC=1)NC=C2>>[Br:1][CH2:2][CH2:3][C:4]1[C:12]2[C:7](=[CH:8][CH:9]=[C:10]([F:15])[CH:11]=2)[NH:6][CH:5]=1. Procedure details: The title compound was synthesized according to above mentioned procedure for 3-(2-bromoethyl)-5-methoxy-1H-indole, starting with 5-fluoroindole yielding a brown oil which was stored in the freezer. LC-MS conditions B: tR=0.82 min, [M(81Br)+MeCN+H]+=244.07. Reactants: ClC=1C=C(C=CC1)C=CC(C)=O (4-(3-chlorophenyl)but-3-en-2-one), CC1(CC(CC(C1)=O)=O)C (5,5-dimethyl-1,3-cyclohexanedione), C(C)(=O)[O-].[NH4+] (ammonium acetate). The solvent is C(C)O (ethanol). Yields the product ClC=1C=C(C=CC1)C1C=C(NC=2CC(CC(C12)=O)(C)C)C (4-(3-Chlorophenyl)-2,7,7-trimethyl-4,6,7,8-tetrahydro-5(1H)quinolone). Yield: 56.3%. As a reaction SMILES: [Cl:1][C:2]1[CH:3]=[C:4]([CH:8]=[CH:9][C:10](=O)[CH3:11])[CH:5]=[CH:6][CH:7]=1.[CH3:13][C:14]1([CH3:22])[CH2:19][C:18](=O)[CH2:17][C:16](=[O:21])[CH2:15]1.C([O-])(=O)C.[NH4+:27]>C(O)C>[Cl:1][C:2]1[CH:3]=[C:4]([CH:8]2[C:17]3[C:16](=[O:21])[CH2:15][C:14]([CH3:13])([CH3:22])[CH2:19][C:18]=3[NH:27][C:10]([CH3:11])=[CH:9]2)[CH:5]=[CH:6][CH:7]=1 |f:2.3|. Reported procedure: A mixture of 4-(3-chlorophenyl)but-3-en-2-one (5.0 g), 5,5-dimethyl-1,3-cyclohexanedione (3.88 g), ammonium acetate (3.20 g) and ethanol (90 mL) was heated at reflux for ten hours. The reaction mixture was worked up as described in Example 8 and recrystallization from ethyl acetate-hexane yielded the title compound (4.7 g) as a light yellow solid, mp 183°-185° C.; NMR: 0.94(s,3, CH3), 1.00 (s,3, CH3), 1.74 (s,3, CH3), 1.95 (d,1, J=16, CH), 2.11 (d,1, J=16, CH), 2.25 (d,1, J=16.7, CH), 2.35 (d,1,... Reactants: C(C1=CC=CC=C1)(C1=CC=CC=C1)NC1=NC=CC(=C1Cl)OC1=C(C=C(C=C1)NC(=O)C1=CNC=C(C1=O)C1=CC=C(C=C1)F)F (N-(4-(2-(benzhydrylamino)-3-chloropyridin-4-yloxy)-3-fluorophenyl)-5-(4-fluorophenyl)-4-oxo-1,4-dihydropyridine-3-carboxamide), C(=O)([O-])[O-].[K+].[K+] (K2CO3), N1(CCC(CC1)C(=O)OCCl)C(=O)OC(C)(C)C (1-tert-butyl 4-chloromethyl piperidine-1,4-dicarboxylate). Run in CN(C)C=O (DMF), C(Cl)Cl (DCM). Conditions: time 3 hour. The product is N1(CCC(CC1)C(=O)OCN1C=C(C(C(=C1)C1=CC=C(C=C1)F)=O)C(NC1=CC(=C(C=C1)OC1=C(C(=NC=C1)NC(C1=CC=CC=C1)C1=CC=CC=C1)Cl)F)=O)C(=O)OC(C)(C)C (4-(3-(4-(2-(Benzhydrylamino)-3-chloropyridin-4-yloxy)-3-fluorophenylcarbamoyl)-5-(4-fluorophenyl)-4-oxopyridin-1(4H)-yl)methyl 1-tert-butyl piperidine-1,4-dicarboxylate). Isolated yield 87.5%. As a reaction SMILES: [CH:1]([NH:14][C:15]1[C:20]([Cl:21])=[C:19]([O:22][C:23]2[CH:28]=[CH:27][C:26]([NH:29][C:30]([C:32]3[C:37](=[O:38])[C:36]([C:39]4[CH:44]=[CH:43][C:42]([F:45])=[CH:41][CH:40]=4)=[CH:35][NH:34][CH:33]=3)=[O:31])=[CH:25][C:24]=2[F:46])[CH:18]=[CH:17][N:16]=1)([C:8]1[CH:13]=[CH:12][CH:11]=[CH:10][CH:9]=1)[C:2]1[CH:7]=[CH:6][CH:5]=[CH:4][CH:3]=1.C([O-])([O-])=O.[K+].[K+].[N:53]1([C:64]([O:66][C:67]([CH3:70])([CH3:69])[CH3:68])=[O:65])[CH2:58][CH2:57][CH:56]([C:59]([O:61][CH2:62]Cl)=[O:60])[CH2:55][CH2:54]1>CN(C=O)C.C(Cl)Cl>[N:53]1([C:64]([O:66][C:67]([CH3:70])([CH3:69])[CH3:68])=[O:65])[CH2:54][CH2:55][CH:56]([C:59]([O:61][CH2:62][N:34]2[CH:35]=[C:36]([C:39]3[CH:40]=[CH:41][C:42]([F:45])=[CH:43][CH:44]=3)[C:37](=[O:38])[C:32]([C:30](=[O:31])[NH:29][C:26]3[CH:27]=[CH:28][C:23]([O:22][C:19]4[CH:18]=[CH:17][N:16]=[C:15]([NH:14][CH:1]([C:2]5[CH:7]=[CH:6][CH:5]=[CH:4][CH:3]=5)[C:8]5[CH:9]=[CH:10][CH:11]=[CH:12][CH:13]=5)[C:20]=4[Cl:21])=[C:24]([F:46])[CH:25]=3)=[CH:33]2)=[O:60])[CH2:57][CH2:58]1 |f:1.2.3|. Procedure: A mixture of N-(4-(2-(benzhydrylamino)-3-chloropyridin-4-yloxy)-3-fluorophenyl)-5-(4-fluorophenyl)-4-oxo-1,4-dihydropyridine-3-carboxamide (120 mg, 0.189 mmol), K2CO3 (104 mg, 0.756 mmol) and 1-tert-butyl 4-chloromethyl piperidine-1,4-dicarboxylate (157 mg, 0.567 mmol) in DMF (2 mL) was stirred at rt for 3 h. The reaction mixture was then diluted with DCM and the solid that formed was filtered off. The residue was washed with sat. aq. KH2PO4 solution. The organic layer was dried over MgSO4 and t... Starting materials: FC(C(C(F)(F)F)(O)C1=CC=C(C=C1)N)(F)F (4-[2,2,2-trifluoro-1-hydroxy-1-(trifluoromethyl)-ethyl]benzenamine), C(C)(=O)[O-].[Na+] (sodium acetate), ice, Cl (hydrochloric acid), N(=O)[O-].[Na+] (sodium nitrite), C(C)(=O)C(C(=O)N)CC1=CC=CC=C1 (α-acetylbenzenepropanamide). Solvent: O (water), C(C)O (ethanol). Run at time 30 minute. Product: C(C)(=O)C(C(=O)N)(CC1=CC=CC=C1)N=NC1=CC=C(C=C1)C(C(F)(F)F)(C(F)(F)F)O (α-acetyl-α-[4-[2,2,2-trifluoro-1-hydroxy-1-(trifluoromethyl)ethyl]phenylazo]benzenepropanamide). As a reaction SMILES: [F:1][C:2]([F:17])([F:16])[C:3]([C:9]1[CH:14]=[CH:13][C:12]([NH2:15])=[CH:11][CH:10]=1)([OH:8])[C:4]([F:7])([F:6])[F:5].Cl.[N:19]([O-])=O.[Na+].C([O-])(=O)C.[Na+].[C:28]([CH:31]([CH2:35][C:36]1[CH:41]=[CH:40][CH:39]=[CH:38][CH:37]=1)[C:32]([NH2:34])=[O:33])(=[O:30])[CH3:29]>C(O)C.O>[C:28]([C:31]([N:19]=[N:15][C:12]1[CH:13]=[CH:14][C:9]([C:3]([OH:8])([C:4]([F:6])([F:5])[F:7])[C:2]([F:16])([F:17])[F:1])=[CH:10][CH:11]=1)([CH2:35][C:36]1[CH:41]=[CH:40][CH:39]=[CH:38][CH:37]=1)[C:32]([NH2:34])=[O:33])(=[O:30])[CH3:29] |f:2.3,4.5|. Procedure details: A mixture of 10.4 g. (0.04 mol) of 4-[2,2,2-trifluoro-1-hydroxy-1-(trifluoromethyl)-ethyl]benzenamine and 36 ml. of 4 N hydrochloric acid was maintained at 2° or below while a solution of 2.76 g. (0.04 mol) of sodium nitrite in 10 ml. of water was added. The reaction was stirred for an additional 30 minutes in the ice bath, 12.0 g. of sodium acetate was added, followed by a slurry of 7.65 g. (0.04 mol) of α-acetylbenzenepropanamide in 50 ml. of ethanol. The cooling bath was removed; after 30 min...